From a dataset of the Open Reaction Database (ORD), a public repository of structured organic reaction records. describe an organic reaction: reactants, conditions, products, and yield Reactants: O=C([O-])[O-], CN(C)C=O, Clc1nccs1, [K+], [K+], CCOC(=O)C(C)c1ccc(O)cc1. The product is CCOC(=O)C(C)c1ccc(Oc2nccs2)cc1. Reaction SMILES: [C:21](=[O:22])([O-:23])[O-:24].[CH3:27][N:28]([CH3:29])[CH:30]=[O:31].[Cl:1][c:2]1[n:3][cH:4][cH:5][s:6]1.[K+:25].[K+:26].[OH:7][c:8]1[cH:9][cH:10][c:11]([CH:14]([C:15](=[O:16])[O:17][CH2:18][CH3:19])[CH3:20])[cH:12][cH:13]1>>[c:2]1([O:7][c:8]2[cH:9][cH:10][c:11]([CH:14]([C:15](=[O:16])[O:17][CH2:18][CH3:19])[CH3:20])[cH:12][cH:13]2)[n:3][cH:4][cH:5][s:6]1.